From a dataset of the Open Reaction Database (ORD), a public repository of structured organic reaction records. describe an organic reaction: reactants, conditions, products, and yield Reactants: N([C@H]([C@@H](OCC1=CC=CC=C1)C)C(=O)O)C(=O)OC(C)(C)C (BOC-D-Thr(OBzl)), N1[C@H](C(=O)N[C@@H](CCCNC(N)=N)C(=O)O)CCC1 (H-Pro-Arg), C(CC(O)(C(=O)O)CC(=O)O)(=O)O (citric acid). The solvent is CN(C)C=O (DMF). Run at time 18 hour. Product: N([C@H]([C@@H](OCC1=CC=CC=C1)C)C(=O)N1[C@H](C(=O)N[C@@H](CCCNC(N)=N)C(=O)O)CCC1)C(=O)OC(C)(C)C (BOC-D-Thr(OBzl)-Pro-Arg). Isolated yield 72.7%. Reaction SMILES: [NH:1]1[CH2:19][CH2:18][CH2:17][C@H:2]1[C:3]([NH:5][C@H:6]([C:14]([OH:16])=[O:15])[CH2:7][CH2:8][CH2:9][NH:10][C:11](=[NH:13])[NH2:12])=[O:4].[NH:20]([C:35]([O:37][C:38]([CH3:41])([CH3:40])[CH3:39])=[O:36])[C@@H:21]([C:32](O)=[O:33])[C@H:22]([CH3:31])[O:23][CH2:24][C:25]1[CH:30]=[CH:29][CH:28]=[CH:27][CH:26]=1.C(O)(=O)CC(CC(O)=O)(C(O)=O)O>CN(C=O)C>[NH:20]([C:35]([O:37][C:38]([CH3:39])([CH3:41])[CH3:40])=[O:36])[C@@H:21]([C:32]([N:1]1[CH2:19][CH2:18][CH2:17][C@H:2]1[C:3]([NH:5][C@H:6]([C:14]([OH:16])=[O:15])[CH2:7][CH2:8][CH2:9][NH:10][C:11](=[NH:12])[NH2:13])=[O:4])=[O:33])[C@H:22]([CH3:31])[O:23][CH2:24][C:25]1[CH:30]=[CH:29][CH:28]=[CH:27][CH:26]=1. Procedure details: 0.959 g (2.0 mmole) of the 2HCl.H-Pro-Arg-CHA was dissolved in 8 ml of 0.75 N NEM/DMF, to which was added 0.863 g (2.0 mmole) of BOC-D-Thr(OBzl)-SDP at 0°-5° C., and the reaction was effected at room temperature for 18 hours, after which the reaction mixture was poured into 2000 ml of cold 1/1 solution of 10% citric acid/sat. aqueous Nacl. The precipitate was filtered out and dried, to obtain 1.07 g (72.7%) of BOC-D-Thr(OBzl)-Pro-Arg-CHA. Reactants: C(C)(C)(C)OC(=O)N1CCC(CC1)=O (4-oxo-piperidine-1-carboxylic acid tert-butyl ester), COP(OC)(=O)CC1=CC=2N=C(N=C(C2S1)N1CCOCC1)Cl ((2-chloro-4-morpholin-4-yl-thieno[3,2-d]pyrimidin-6-ylmethyl)-phosphonic acid dimethyl ester), C(C)(C)[N-]C(C)C.[Li+] (lithium diisopropylamide), solution. The solvent is C1CCOC1 (THF), C1CCOC1 (THF), C1CCOC1.CCCCCCC.C(C)C1=CC=CC=C1 (THF heptane ethylbenzene). Conditions: time 2 hour. Yields the product C(C)(C)(C)OC(=O)N1CCC(CC1)=CC1=CC=2N=C(N=C(C2S1)N1CCOCC1)Cl (4-(2-chloro-4-morpholin-4-yl-thieno[3,2-d]pyrimidin-6-ylmethylene)-piperidine-1-carboxylic acid tert-butyl ester). Yield: 90.3%. Reaction SMILES: COP([CH2:7][C:8]1[S:16][C:15]2[C:14]([N:17]3[CH2:22][CH2:21][O:20][CH2:19][CH2:18]3)=[N:13][C:12]([Cl:23])=[N:11][C:10]=2[CH:9]=1)(=O)OC.C([N-]C(C)C)(C)C.[Li+].[C:32]([O:36][C:37]([N:39]1[CH2:44][CH2:43][C:42](=O)[CH2:41][CH2:40]1)=[O:38])([CH3:35])([CH3:34])[CH3:33]>C1COCC1.C1COCC1.CCCCCCC.C(C1C=CC=CC=1)C>[C:32]([O:36][C:37]([N:39]1[CH2:44][CH2:43][C:42](=[CH:7][C:8]2[S:16][C:15]3[C:14]([N:17]4[CH2:18][CH2:19][O:20][CH2:21][CH2:22]4)=[N:13][C:12]([Cl:23])=[N:11][C:10]=3[CH:9]=2)[CH2:41][CH2:40]1)=[O:38])([CH3:35])([CH3:33])[CH3:34] |f:1.2,5.6.7|. Procedure details: To a suspension of (2-chloro-4-morpholin-4-yl-thieno[3,2-d]pyrimidin-6-ylmethyl)-phosphonic acid dimethyl ester (0.80 gm) in THF (10 mL) at −78° C. was added dropwise lithium diisopropylamide (1.17 mL of a 2.0 M solution in THF/heptane/ethylbenzene). The mixture was warmed to room temperature and a solution of 4-oxo-piperidine-1-carboxylic acid tert-butyl ester (0.48 g) in THF (10 mL) was added via cannula. The mixture was then stirred at room temperature for 2 h, quenched with brine (20 mL) and... Starting materials: P(=O)(Cl)(Cl)Cl (Phosphoryl chloride), C(C1=CC=CC=C1)N1C(=CC=2CN(CC(C21)C)CC2=CC=CC=C2)C2=CC=CC=C2 (1,5-dibenzyl-4,5,6,7-tetrahydro-7-methyl-2-phenyl-1H-pyrrolo[3,2-c]pyridine), CN(C=O)C (dimethylformamide), [OH-].[Na+] (sodium hydroxide), ice, CN(C=O)C (dimethyl-formamide). Conditions: temperature 50 celsius. Yields the product C(C1=CC=CC=C1)N1C(=C(C=2CN(CC(C21)C)CC2=CC=CC=C2)C=O)C2=CC=CC=C2 (1,5-Dibenzyl-4,5,6,7-tetrahydro-7-methyl-2-phenyl-1H-pyrrolo[3,2-c]pyridine-3-carboxaldehyde). Reaction SMILES: P(Cl)(Cl)(Cl)=O.[CH2:6]([N:13]1[C:21]2[CH:20]([CH3:22])[CH2:19][N:18]([CH2:23][C:24]3[CH:29]=[CH:28][CH:27]=[CH:26][CH:25]=3)[CH2:17][C:16]=2[CH:15]=[C:14]1[C:30]1[CH:35]=[CH:34][CH:33]=[CH:32][CH:31]=1)[C:7]1[CH:12]=[CH:11][CH:10]=[CH:9][CH:8]=1.[OH-].[Na+].CN(C)[CH:40]=[O:41]>>[CH2:6]([N:13]1[C:21]2[CH:20]([CH3:22])[CH2:19][N:18]([CH2:23][C:24]3[CH:25]=[CH:26][CH:27]=[CH:28][CH:29]=3)[CH2:17][C:16]=2[C:15]([CH:40]=[O:41])=[C:14]1[C:30]1[CH:35]=[CH:34][CH:33]=[CH:32][CH:31]=1)[C:7]1[CH:8]=[CH:9][CH:10]=[CH:11][CH:12]=1 |f:2.3|. Procedure: Phosphoryl chloride (1.68 g) was added dropwise to cooled dimethyl-formamide (1.60 g). A suspension of 1,5-dibenzyl-4,5,6,7-tetrahydro-7-methyl-2-phenyl-1H-pyrrolo[3,2-c]pyridine (3.92 g) in dimethylformamide (20 ml) was added portionwise. The resulting red solution was heated at 50° C for 4 hours, allowed to cool and poured on to 250 g ice. The mixture was basified with 2N sodium hydroxide, warmed gently for a few minutes, and the solid product collected by filtration, washed with water and dri... Reactants: O=C(OCC1CC=CC1)c1ccccc1, C[N+]1([O-])CCOCC1, CC(C)=O, ClC(Cl)Cl, O. Product: COC(=O)c1ccccc1. As a reaction SMILES: [C:1]([c:2]1[cH:3][cH:4][cH:5][cH:6][cH:7]1)(=[O:8])[O:9][CH2:10][CH:11]1[CH2:12][CH:13]=[CH:14][CH2:15]1.[CH3:16][N+:17]1([O-:18])[CH2:19][CH2:20][O:21][CH2:22][CH2:23]1.[CH3:29][C:30](=[O:31])[CH3:32].[CH:24]([Cl:25])([Cl:26])[Cl:27].[OH2:28]>>[C:1]([c:2]1[cH:3][cH:4][cH:5][cH:6][cH:7]1)(=[O:8])[O:9][CH3:10]. Starting materials: C(=C)OCCC1(C2=CC=CC=C2OC=2C=CC=CC12)CCOC=C (9,9-bis(2'-vinyloxyethyl)xanthene), Cl (hydrochloric acid). Solvent: O (water). Reaction conditions: time 5 hour. Yields the product OCCC1(C2=CC=CC=C2OC=2C=CC=CC12)CCO (9,9-bis(2'-hydroxyethyl)xanthene). Reaction SMILES: C([O:3][CH2:4][CH2:5][C:6]1([CH2:20][CH2:21][O:22]C=C)[C:19]2[CH:18]=[CH:17][CH:16]=[CH:15][C:14]=2[O:13][C:12]2[C:7]1=[CH:8][CH:9]=[CH:10][CH:11]=2)=C.Cl>O>[OH:22][CH2:21][CH2:20][C:6]1([CH2:5][CH2:4][OH:3])[C:7]2[CH:8]=[CH:9][CH:10]=[CH:11][C:12]=2[O:13][C:14]2[C:19]1=[CH:18][CH:17]=[CH:16][CH:15]=2. Reported procedure: A mixture of 9,9-bis(2'-vinyloxyethyl)xanthene (57 g.) (prepared as in Example 2), water (400 ml.) and concentrated hydrochloric acid (15 ml.) is heated on the steambath with vigorous stirring for 5 hours. The cooled mixture is extracted three times with ether and the combined extracts are dried over MgSO4 and evaporated to dryness. The solid residue is recrystallised from chloroform-light petroleum (b.p. 60°-80° C.) to give 9,9-bis(2'-hydroxyethyl)xanthene, m.p. 144°-145° C. Methanesulphonyl ch... Reactants: CC#N, CCOC(=O)C(C)(C)Oc1ccc(Cl)cn1, [Na+], [OH-], O. Yields the product CC(C)(Oc1ccc(Cl)cn1)C(=O)O. As a reaction SMILES: [CH3:19][C:20]#[N:21].[CH3:1][C:2]([C:3](=[O:4])[O:5][CH2:6][CH3:7])([CH3:8])[O:9][c:10]1[n:11][cH:12][c:13]([Cl:16])[cH:14][cH:15]1.[Na+:18].[OH-:17].[OH2:22]>>[CH3:1][C:2]([C:3](=[O:4])[OH:5])([CH3:8])[O:9][c:10]1[n:11][cH:12][c:13]([Cl:16])[cH:14][cH:15]1. Reactants: C[Si](CCOCN1N=C(C=C1)C=1C2=C(N=C(N1)N)N=NN2)(C)C (7-(1-(2-(trimethylsilyl)ethoxymethyl)-1H-pyrazol-3-yl)-1H-[1,2,3]triazolo[4,5-d]pyrimidine-5-amine), Cl (HCl). Run in CO (MeOH). Run at time 2 hour. Product: N1N=C(C=C1)C=1C2=C(N=C(N1)N)N=NN2 (7-(1H-Pyrazol-3-yl)-1H-[1,2,3]triazolo[4,5-d]pyrimidine-5-amine). The yield is 104.1%. Reaction SMILES: C[Si](C)(C)CCOC[N:7]1[CH:11]=[CH:10][C:9]([C:12]2[C:13]3[NH:21][N:20]=[N:19][C:14]=3[N:15]=[C:16]([NH2:18])[N:17]=2)=[N:8]1.Cl>CO>[NH:7]1[CH:11]=[CH:10][C:9]([C:12]2[C:13]3[NH:21][N:20]=[N:19][C:14]=3[N:15]=[C:16]([NH2:18])[N:17]=2)=[N:8]1. Procedure details: A solution of 7-(1-(2-(trimethylsilyl)ethoxymethyl)-1H-pyrazol-3-yl)-1H-[1,2,3]triazolo[4,5-d]pyrimidine-5-amine (120 mg, 0.361 mmol) in MeOH (2 mL) was treated with HCl (4-M in dioxan, 1 mL), stirred for 2 h, filtered and the resulting solid washed with Et2O to give the title compound (76 mg, 100%) as a yellow solid. Yields the product COC=1C=C(CC(CO)CCCC)C=CC1OC (2-(3,4-dimethoxybenzyl)-1-hexanol). Reactants: ice, COC=1C=C(CC(C(=O)OCC)CCCC)C=CC1OC (ethyl 2-(3,4-dimethoxybenzyl)hexanoate), [H-].[Al+3].[Li+].[H-].[H-].[H-] (lithium aluminum hydride). Solvent: O1CCCC1 (tetrahydrofuran), O1CCCC1 (tetrahydrofuran). Reaction conditions: time 14 hour. Procedure details: Part D. A solution of the ester prepared in Part C above (4.00 g, 13.6 mmol) in tetrahydrofuran (20 mL) was added dropwise to an ice-cooled solution of lithium aluminum hydride (30 mmol) in tetrahydrofuran (30 mL).The ice bath was removed, and the mixture was warmed to ambient temperaturefor 14 hours. The solution was then recooled to 0° C., and quenched by the slow addition of 1 mL water, 3 mL 15% sodium hydroxide, and 3 mL water. The resulting mixture was filtered through a plug of celite, and... As a reaction SMILES: [CH3:1][O:2][C:3]1[CH:4]=[C:5]([CH:17]=[CH:18][C:19]=1[O:20][CH3:21])[CH2:6][CH:7]([CH2:13][CH2:14][CH2:15][CH3:16])[C:8](OCC)=[O:9].[H-].[Al+3].[Li+].[H-].[H-].[H-]>O1CCCC1>[CH3:1][O:2][C:3]1[CH:4]=[C:5]([CH:17]=[CH:18][C:19]=1[O:20][CH3:21])[CH2:6][CH:7]([CH2:13][CH2:14][CH2:15][CH3:16])[CH2:8][OH:9] |f:1.2.3.4.5.6|. Reactants: [OH-].[Na+] (sodium hydroxide), ClC1=C(C(=NC(=N1)C1=CC(=NC=C1)C1=NN=NN1)NS(=O)(=O)C1=NC=C(C=C1)C(C)C)OC1=C(C=CC=C1)OC (5-isopropyl-pyridine-2-sulfonic acid [6-chloro-5-(2-methoxy-phenoxy)-2-[2-(1H-tetrazole-5-yl)-pyridine-4-yl]-pyrimidine-4-yl]-amid), C(CO)O (ethylene glycol), Cl (hydrochloric acid). The solvent is O (water). Conditions: temperature 85 celsius, time 1 hour. The product is OCCOC1=C(C(=NC(=N1)C1=CC(=NC=C1)C1=NN=NN1)NS(=O)(=O)C1=NC=C(C=C1)C(C)C)OC1=C(C=CC=C1)OC (5-isopropyl-pyridine-2-sulfonic acid [6-(2-hydroxy-ethoxy)-5-(2-methoxy-phenoxy)-2-[2-(1H-tetrazole-5-yl)-pyridine-4-yl]-pyrimidine-4-yl]-amide). Isolated yield 103.0%. As a reaction SMILES: [OH-].[Na+].Cl[C:4]1[N:9]=[C:8]([C:10]2[CH:15]=[CH:14][N:13]=[C:12]([C:16]3[NH:20][N:19]=[N:18][N:17]=3)[CH:11]=2)[N:7]=[C:6]([NH:21][S:22]([C:25]2[CH:30]=[CH:29][C:28]([CH:31]([CH3:33])[CH3:32])=[CH:27][N:26]=2)(=[O:24])=[O:23])[C:5]=1[O:34][C:35]1[CH:40]=[CH:39][CH:38]=[CH:37][C:36]=1[O:41][CH3:42].[CH2:43]([OH:46])[CH2:44][OH:45].Cl>O>[OH:45][CH2:44][CH2:43][O:46][C:4]1[N:9]=[C:8]([C:10]2[CH:15]=[CH:14][N:13]=[C:12]([C:16]3[NH:20][N:19]=[N:18][N:17]=3)[CH:11]=2)[N:7]=[C:6]([NH:21][S:22]([C:25]2[CH:30]=[CH:29][C:28]([CH:31]([CH3:33])[CH3:32])=[CH:27][N:26]=2)(=[O:24])=[O:23])[C:5]=1[O:34][C:35]1[CH:40]=[CH:39][CH:38]=[CH:37][C:36]=1[O:41][CH3:42] |f:0.1|. Reported procedure: 6.2 g of sodium hydroxide were added to 15 g (26 mmol) of 5-isopropyl-pyridine-2-sulfonic acid [6-chloro-5-(2-methoxy-phenoxy)-2-[2-(1H-tetrazole-5-yl)-pyridine-4-yl]-pyrimidine-4-yl]-amid and 75 ml of ethylene glycol. The mixture was heated to 85° C. for 5 hr. Then 55 ml of de-ionized water were added and thereafter 55 ml of 3 N hydrochloric acid were added dropwise. The mixture was allowed to cool down to 20° C. and was stirred for 1 hr. The solid was filtered off and dried at 70° C., 2000 Pa ...